From a dataset of the Open Reaction Database (ORD), a public repository of structured organic reaction records. describe an organic reaction: reactants, conditions, products, and yield The reactants are OO (H2O2), C(F)(F)(F)I (CF3I), C(C1=CC=CC=C1)N1C(=C(C(=C1)C)C1=CC=C(C=C1)F)C(=O)O (1-benzyl-3-(4-fluorophenyl)-4-methyl-1H-pyrrole-2-carboxylic acid), FeSO4.7H2O. The solvent is CS(=O)C (DMSO), O (water). Run at time 16 hour. Yields the product C(C1=CC=CC=C1)N1C(=C(C(=C1C(F)(F)F)C)C1=CC=C(C=C1)F)C(=O)O (1-Benzyl-3-(4-fluorophenyl)-4-methyl-5-(trifluoromethyl)-1H-pyrrole-2-carboxylic acid). RXN SMILES: [C:1](I)([F:4])([F:3])[F:2].[CH2:6]([N:13]1[CH:17]=[C:16]([CH3:18])[C:15]([C:19]2[CH:24]=[CH:23][C:22]([F:25])=[CH:21][CH:20]=2)=[C:14]1[C:26]([OH:28])=[O:27])[C:7]1[CH:12]=[CH:11][CH:10]=[CH:9][CH:8]=1.OO>CS(C)=O.O>[CH2:6]([N:13]1[C:17]([C:1]([F:4])([F:3])[F:2])=[C:16]([CH3:18])[C:15]([C:19]2[CH:24]=[CH:23][C:22]([F:25])=[CH:21][CH:20]=2)=[C:14]1[C:26]([OH:28])=[O:27])[C:7]1[CH:12]=[CH:11][CH:10]=[CH:9][CH:8]=1. Reported procedure: CF3I (10 g) gas was bubbled through a solution of 1-benzyl-3-(4-fluorophenyl)-4-methyl-1H-pyrrole-2-carboxylic acid (4.0 g, 12.94 mmol) in DMSO (40 mL) and FeSO4.7H2O (2.15 g, 7.76 mmol) at RT for 5 min. 30% Aqueous H2O2 (8.7 mL, 77.64 mmol) was then added at 0° C. and stirring was continued at room temperature for 16 h. The reaction mixture was diluted with water (100 mL) and extracted with EtOAc (3×50 mL). The combined organic layers were washed with water (1×100 mL) and brine (50 mL), dried (... Starting materials: [OH-].[Na+] (sodium hydroxide), ClCC1=CC=C(C(=O)Cl)C=C1 (4-chloromethylbenzoyl chloride), COC=1C(=CC=CC1)N (o-Anisidine). Solvent: C(Cl)Cl (methylene chloride). Run at time 30 minute. Product: ClCC1=CC=C(C(=O)NC2=C(C=CC=C2)OC)C=C1 (4-Chloromethyl-N-(2-methoxyphenyl)benzamide). Yield: 94.3%. As a reaction SMILES: [CH3:1][O:2][C:3]1[C:4]([NH2:9])=[CH:5][CH:6]=[CH:7][CH:8]=1.[OH-].[Na+].[Cl:12][CH2:13][C:14]1[CH:22]=[CH:21][C:17]([C:18](Cl)=[O:19])=[CH:16][CH:15]=1>C(Cl)Cl>[Cl:12][CH2:13][C:14]1[CH:22]=[CH:21][C:17]([C:18]([NH:9][C:4]2[CH:5]=[CH:6][CH:7]=[CH:8][C:3]=2[O:2][CH3:1])=[O:19])=[CH:16][CH:15]=1 |f:1.2|. Procedure details: o-Anisidine (0.69 ml, 6.0 mmol) was dissolved in methylene chloride (10 ml) and, with cooling in an ice bath, mixed with 20% sodium hydroxide (5 ml) and 4-chloromethylbenzoyl chloride (1.17 g, 6.0 mmol). After 30 minutes of stirring at the same temperature, the reaction mixture was extracted with methylene chloride and then washed with 1N hydrochloric acid, water and saturated brine in that order. After drying on anhydrous magnesium sulfate, the solvent was removed by evaporation, and the result... The reactants are CC1(CCN(CC1)C(=O)OC(C)(C)C)N1C[C@@H](N(CC1)C1CCC2=CC=C(C=C12)C(F)(F)F)C (tert-Butyl 4-methyl-4-{(3S)-3-methyl-4-[6-(trifluoromethyl)-2,3-dihydro-1H-inden-1-yl]piperazin-1-yl}piperidine-1-carboxylate). Solvent: solution, Cl (HCl), O1CCOCC1 (dioxane). Run at time 2 hour. Product: C[C@@H]1N(CCN(C1)C1(CCNCC1)C)C1CCC2=CC=C(C=C12)C(F)(F)F ((2S)-2-Methyl-4-(4-methylpiperidin-4-yl)-1-[6-(trifluoromethyl)-2,3-dihydro-1H-inden-1-yl]piperazine). The yield is 152.9%. Reaction SMILES: [CH3:1][C:2]1([N:15]2[CH2:20][CH2:19][N:18]([CH:21]3[C:29]4[C:24](=[CH:25][CH:26]=[C:27]([C:30]([F:33])([F:32])[F:31])[CH:28]=4)[CH2:23][CH2:22]3)[C@@H:17]([CH3:34])[CH2:16]2)[CH2:7][CH2:6][N:5](C(OC(C)(C)C)=O)[CH2:4][CH2:3]1>Cl.O1CCOCC1>[CH3:34][C@H:17]1[CH2:16][N:15]([C:2]2([CH3:1])[CH2:3][CH2:4][NH:5][CH2:6][CH2:7]2)[CH2:20][CH2:19][N:18]1[CH:21]1[C:29]2[C:24](=[CH:25][CH:26]=[C:27]([C:30]([F:33])([F:31])[F:32])[CH:28]=2)[CH2:23][CH2:22]1. Procedure: tert-Butyl 4-methyl-4-{(3S)-3-methyl-4-[6-(trifluoromethyl)-2,3-dihydro-1H-inden-1-yl]piperazin-1-yl}piperidine-1-carboxylate (0.32 g, 0.6 mmol) was dissolved in a 4 M solution of HCl in dioxane (8.0 mL). After being stirred at room temperature for 2 hrs, the solution was concentrated to give the title compound (0.35 g) as a trihydrochloride salt. MS calculated for C21H30F3N3: (M+H)+ 382. found 382.2. The reactants are CC(CO)Nc1nc(Cl)ncc1-c1cccs1, CS(=O)(=NC(=O)N1CCOCC1)c1ccc(N)cc1. Yields the product CC(CO)Nc1nc(Nc2ccc(S(C)(=O)=NC(=O)N3CCOCC3)cc2)ncc1-c1cccs1. RXN SMILES: [Cl:1][c:2]1[n:3][cH:4][c:5](-[c:13]2[s:14][cH:15][cH:16][cH:17]2)[c:6]([NH:8][CH:9]([CH2:10][OH:11])[CH3:12])[n:7]1.[NH2:18][c:19]1[cH:20][cH:21][c:22]([S:25](=[O:26])(=[N:27][C:28](=[O:29])[N:30]2[CH2:31][CH2:32][O:33][CH2:34][CH2:35]2)[CH3:36])[cH:23][cH:24]1>>[c:2]1([NH:18][c:19]2[cH:20][cH:21][c:22]([S:25](=[O:26])(=[N:27][C:28](=[O:29])[N:30]3[CH2:31][CH2:32][O:33][CH2:34][CH2:35]3)[CH3:36])[cH:23][cH:24]2)[n:3][cH:4][c:5](-[c:13]2[s:14][cH:15][cH:16][cH:17]2)[c:6]([NH:8][CH:9]([CH2:10][OH:11])[CH3:12])[n:7]1. Reactants: C[Si](C)(C)[N-][Si](C)(C)C.[Li+] (lithium bis(trimethylsilyl)amide), O[C@H](C(=O)NC1=NC(=NS1)C)COC ((S)-2-hydroxy-3-methoxy-N-(3-methyl-1,2,4-thiadiazol-5-yl)propanamide), O[C@H](C(=O)NC1=NC(=NS1)C)COC ((S)-2-hydroxy-3-methoxy-N-(3-methyl-1,2,4-thiadiazol-5-yl)propanamide), ClC1=C2C(=NC=N1)N(N=C2)C2=C(C=CC=C2)Cl (4-chloro-1-(2-chlorophenyl)-1H-pyrazolo[3,4-d]pyrimidine), ClC1=C2C(=NC=N1)N(N=C2)C2=C(C=CC=C2)Cl (4-chloro-1-(2-chlorophenyl)-1H-pyrazolo[3,4-d]pyrimidine). Solvent: CCOC(=O)C (EtOAc), C1CCOC1 (THF), C1CCOC1 (THF). Reaction conditions: time 10 minute. Yields the product ClC1=C(C=CC=C1)N1N=CC=2C1=NC=NC2O[C@H](C(=O)NC2=NC(=NS2)C)COC ((2S)-2-(1-(2-chlorophenyl)-1H-pyrazolo[3,4-d]pyrimidin-4-yloxy)-3-methoxy-N-(3-methyl-1,2,4-thiadiazol-5-yl)propanamide). The yield is 11.5%. As a reaction SMILES: C[Si]([N-][Si](C)(C)C)(C)C.[Li+].[OH:11][C@@H:12]([CH2:22][O:23][CH3:24])[C:13]([NH:15][C:16]1[S:20][N:19]=[C:18]([CH3:21])[N:17]=1)=[O:14].Cl[C:26]1[N:31]=[CH:30][N:29]=[C:28]2[N:32]([C:35]3[CH:40]=[CH:39][CH:38]=[CH:37][C:36]=3[Cl:41])[N:33]=[CH:34][C:27]=12>C1COCC1.CCOC(C)=O>[Cl:41][C:36]1[CH:37]=[CH:38][CH:39]=[CH:40][C:35]=1[N:32]1[C:28]2=[N:29][CH:30]=[N:31][C:26]([O:11][C@@H:12]([CH2:22][O:23][CH3:24])[C:13]([NH:15][C:16]3[S:20][N:19]=[C:18]([CH3:21])[N:17]=3)=[O:14])=[C:27]2[CH:34]=[N:33]1 |f:0.1|. Procedure details: A solution of lithium bis(trimethylsilyl)amide (0.947 mL, 0.95 mmol) was added dropwise to a stirred solution of (S)-2-hydroxy-3-methoxy-N-(3-methyl-1,2,4-thiadiazol-5-yl)propanamide (Intermediate E1) (187 mg, 0.86 mmol) in anhydrous THF (5 mL) over a period of 3 minutes under nitrogen. The resulting suspension was stirred at ambient temperature for 10 minutes and then a solution of 4-chloro-1-(2-chlorophenyl)-1H-pyrazolo[3,4-d]pyrimidine (Intermediate B1) (228 mg, 0.86 mmol) in dry THF (1.5 mL)... Starting materials: BrC1=CC=C(C=C1)N1C(N(CC1)C1=CC=C(C=C1)CCC(=O)OCC)=O (3-(4-bromophenyl)-1-[4-[2-(ethoxycarbonyl)-ethyl]-phenyl]-imidazolidin-2-one), O1CCCC1 (tetrahydrofuran), [OH-].[Na+] (sodium hydroxide). Solvent: O (water). Conditions: time 2 hour. Yields the product BrC1=CC=C(C=C1)N1C(N(CC1)C1=CC=C(C=C1)CCC(=O)O)=O (3-(4-Bromophenyl)-1-[4-(2-carboxyethyl)phenyl]-imidazolidin-2-one). Reaction SMILES: [Br:1][C:2]1[CH:7]=[CH:6][C:5]([N:8]2[CH2:12][CH2:11][N:10]([C:13]3[CH:18]=[CH:17][C:16]([CH2:19][CH2:20][C:21]([O:23]CC)=[O:22])=[CH:15][CH:14]=3)[C:9]2=[O:26])=[CH:4][CH:3]=1.O1CCCC1.[OH-].[Na+]>O>[Br:1][C:2]1[CH:7]=[CH:6][C:5]([N:8]2[CH2:12][CH2:11][N:10]([C:13]3[CH:18]=[CH:17][C:16]([CH2:19][CH2:20][C:21]([OH:23])=[O:22])=[CH:15][CH:14]=3)[C:9]2=[O:26])=[CH:4][CH:3]=1 |f:2.3|. Procedure details: 12.7 g of 3-(4-bromophenyl)-1-[4-[2-(ethoxycarbonyl)-ethyl]-phenyl]-imidazolidin-2-one, 300 ml of tetrahydrofuran, 100 ml of water and 23.6 ml of 4N sodium hydroxide solution are stirred overnight at ambient temperature. The precipitate is suction filtered, suspended in 1 litre of water, acidified with concentrated hydrochloric acid and stirred for 2 hours. It is then suction filtered, washed with water and dried at 60° C.